From a dataset of the Open Reaction Database (ORD), a public repository of structured organic reaction records. describe an organic reaction: reactants, conditions, products, and yield Starting materials: CC=1C=C2C(=NC1)N(C=C2)S(=O)(=O)C2=CC=C(C)C=C2 (5-methyl-1-tosyl-1H-pyrrolo[2,3-b]pyridine), BrBr (bromine). Procedure details: 5-methyl-1-tosyl-1H-pyrrolo[2,3-b]pyridine (1.9 g, 6.62 mmol) in dichloromethane (40 mL) was treated dropwise with a solution of bromine (0.678 mL, 13.24 mmol) in dichloromethane (3 mL). The resulting solution was stirred at room temperature for 3 hours. The reaction mixture was partitioned between dichloromethane (150 mL) and a 1:1 mixture of a saturated aqueous solution of NaHCO3 and a saturated aqueous solution of Na2S2O3 (250 mL). The organic phase was separated and the aqueous phase was re-... Run in ClCCl (dichloromethane), ClCCl (dichloromethane). Yield: 98.5%. Run at time 3 hour. Product: BrC1=CN(C2=NC=C(C=C21)C)S(=O)(=O)C2=CC=C(C)C=C2 (3-bromo-5-methyl-1-tosyl-1H-pyrrolo[2,3-b]pyridine). RXN SMILES: [CH3:1][C:2]1[CH:3]=[C:4]2[CH:10]=[CH:9][N:8]([S:11]([C:14]3[CH:20]=[CH:19][C:17]([CH3:18])=[CH:16][CH:15]=3)(=[O:13])=[O:12])[C:5]2=[N:6][CH:7]=1.[Br:21]Br>ClCCl>[Br:21][C:10]1[C:4]2[C:5](=[N:6][CH:7]=[C:2]([CH3:1])[CH:3]=2)[N:8]([S:11]([C:14]2[CH:20]=[CH:19][C:17]([CH3:18])=[CH:16][CH:15]=2)(=[O:13])=[O:12])[CH:9]=1. The reactants are CC(C)C(=O)C(C)(C)Br, CO, CS, [Na], O. Product: CSC(C)(C)C(=O)C(C)C. Reaction SMILES: [Br:6][C:7]([CH3:8])([C:9]([CH:10]([CH3:11])[CH3:12])=[O:13])[CH3:14].[CH3:1][OH:2].[CH3:4][SH:5].[Na:3].[OH2:15]>>[CH3:4][S:5][C:7]([CH3:8])([C:9]([CH:10]([CH3:11])[CH3:12])=[O:13])[CH3:14]. Reactants: CC(=O)NC(=O)Nc1ccc(OS(=O)(=O)c2cccc(C(F)(F)F)c2)cc1N, COC(=O)N=C(NC(=O)OC)SC, Cc1ccc(S(=O)(=O)O)cc1. Yields the product COC(=O)N=C(NC(=O)OC)Nc1cc(OS(=O)(=O)c2cccc(C(F)(F)F)c2)ccc1NC(=O)NC(C)=O. As a reaction SMILES: [C:1]([CH3:2])(=[O:3])[NH:4][C:5]([NH:6][c:7]1[c:8]([NH2:9])[cH:10][c:11]([O:14][S:15](=[O:16])(=[O:17])[c:18]2[cH:19][c:20]([C:24]([F:25])([F:26])[F:27])[cH:21][cH:22][cH:23]2)[cH:12][cH:13]1)=[O:28].[CH3:29][O:30][C:31](=[O:32])[NH:33][C:34]([S:35][CH3:36])=[N:37][C:38](=[O:39])[O:40][CH3:41].[c:42]1([CH3:43])[cH:44][cH:45][c:46]([S:47]([OH:48])(=[O:49])=[O:50])[cH:51][cH:52]1>>[C:1]([CH3:2])(=[O:3])[NH:4][C:5]([NH:6][c:7]1[c:8]([NH:9][C:34](=[N:33][C:31]([O:30][CH3:29])=[O:32])[NH:37][C:38](=[O:39])[O:40][CH3:41])[cH:10][c:11]([O:14][S:15](=[O:16])(=[O:17])[c:18]2[cH:19][c:20]([C:24]([F:25])([F:26])[F:27])[cH:21][cH:22][cH:23]2)[cH:12][cH:13]1)=[O:28]. The reactants are ClC1=NC=NC(=C1)OC1=CC=C(C=C1)N=C=O (4-chloro-6-(4-isocyanato-phenoxy)-pyrimidine), CN(C)CC=1C=C(C=C(C1)C(F)(F)F)N (3-dimethylaminomethyl-5-trifluoromethyl-phenylamine). Solvent: C1CCOC1 (THF), CCOCC (ether). Yields the product ClC1=CC(=NC=N1)OC1=CC=C(C=C1)NC(=O)NC1=CC(=CC(=C1)C(F)(F)F)CN(C)C (N-(4-(6-Chloropyrimidin-4-yl-oxy)-phenyl)-N′-[5-trifluoromethyl-3-(dimethylamino-methyl)-phenyl]-urea). Reaction SMILES: [Cl:1][C:2]1[CH:7]=[C:6]([O:8][C:9]2[CH:14]=[CH:13][C:12]([N:15]=[C:16]=[O:17])=[CH:11][CH:10]=2)[N:5]=[CH:4][N:3]=1.[CH3:18][N:19]([CH2:21][C:22]1[CH:23]=[C:24]([NH2:32])[CH:25]=[C:26]([C:28]([F:31])([F:30])[F:29])[CH:27]=1)[CH3:20]>C1COCC1.CCOCC>[Cl:1][C:2]1[N:3]=[CH:4][N:5]=[C:6]([O:8][C:9]2[CH:10]=[CH:11][C:12]([NH:15][C:16]([NH:32][C:24]3[CH:25]=[C:26]([C:28]([F:29])([F:30])[F:31])[CH:27]=[C:22]([CH2:21][N:19]([CH3:20])[CH3:18])[CH:23]=3)=[O:17])=[CH:13][CH:14]=2)[CH:7]=1. Procedure details: A solution of 4-chloro-6-(4-isocyanato-phenoxy)-pyrimidine (Stage 135.1; 594 mg; 2.40 mmol) in THF (2 ml) is mixed under a N2-atmosphere with a solution of 3-dimethylaminomethyl-5-trifluoromethyl-phenylamine (Stage 135.2; 524 mg; 2.40 mmol) in ether (10 ml). Stirring at rt affords the title compound: MS: [M+1]+=466.